From a dataset of the Open Reaction Database (ORD), a public repository of structured organic reaction records. describe an organic reaction: reactants, conditions, products, and yield Reactants: COc1ccc(-n2nc(CC(CBr)c3cccc(C)c3)cc2-c2ccc(Cl)c(Cl)c2)cc1, CN(C)C=O, [H-], [Na+], Sc1ncn[nH]1. Yields the product COc1ccc(-n2nc(CC(CSc3ncn[nH]3)c3cccc(C)c3)cc2-c2ccc(Cl)c(Cl)c2)cc1. As a reaction SMILES: [Br:9][CH2:10][CH:11]([CH2:12][c:13]1[n:14][n:15](-[c:26]2[cH:27][cH:28][c:29]([O:32][CH3:33])[cH:30][cH:31]2)[c:16](-[c:18]2[cH:19][c:20]([Cl:25])[c:21]([Cl:24])[cH:22][cH:23]2)[cH:17]1)[c:34]1[cH:35][c:36]([CH3:40])[cH:37][cH:38][cH:39]1.[CH3:41][N:42]([CH3:43])[CH:44]=[O:45].[H-:1].[Na+:2].[n:3]1[nH:4][c:5]([SH:8])[n:6][cH:7]1>>[n:3]1[nH:4][c:5]([S:8][CH2:10][CH:11]([CH2:12][c:13]2[n:14][n:15](-[c:26]3[cH:27][cH:28][c:29]([O:32][CH3:33])[cH:30][cH:31]3)[c:16](-[c:18]3[cH:19][c:20]([Cl:25])[c:21]([Cl:24])[cH:22][cH:23]3)[cH:17]2)[c:34]2[cH:35][c:36]([CH3:40])[cH:37][cH:38][cH:39]2)[n:6][cH:7]1. The product is O=[N+]([O-])c1ccc(F)cc1OCc1ccccc1. The reactants are BrCc1ccccc1, O=C([O-])[O-], CC#N, O=[N+]([O-])c1ccc(F)cc1O, [K+], [K+]. Reaction SMILES: [Br:12][CH2:13][c:14]1[cH:15][cH:16][cH:17][cH:18][cH:19]1.[C:20](=[O:21])([O-:22])[O-:23].[CH3:26][C:27]#[N:28].[F:1][c:2]1[cH:3][cH:4][c:5]([N+:9](=[O:10])[O-:11])[c:6]([OH:8])[cH:7]1.[K+:24].[K+:25]>>[F:1][c:2]1[cH:3][cH:4][c:5]([N+:9](=[O:10])[O-:11])[c:6]([O:8][CH2:13][c:14]2[cH:15][cH:16][cH:17][cH:18][cH:19]2)[cH:7]1. Starting materials: OCc1cccc(Oc2ncc(Br)cn2)c1, Cc1ccccc1, ClCCl, O=S(Cl)Cl. The product is ClCc1cccc(Oc2ncc(Br)cn2)c1. As a reaction SMILES: [Br:1][c:2]1[cH:3][n:4][c:5]([O:8][c:9]2[cH:10][c:11]([CH2:15][OH:16])[cH:12][cH:13][cH:14]2)[n:6][cH:7]1.[CH3:21][c:22]1[cH:23][cH:24][cH:25][cH:26][cH:27]1.[Cl:28][CH2:29][Cl:30].[S:17]([Cl:18])([Cl:19])=[O:20]>>[Br:1][c:2]1[cH:3][n:4][c:5]([O:8][c:9]2[cH:10][c:11]([CH2:15][Cl:19])[cH:12][cH:13][cH:14]2)[n:6][cH:7]1. Starting materials: F[B-](F)(F)F, COc1ccc2ncc([N+]#N)c(Br)c2n1, C1CCC2CCCCC2C1, ClC(Cl)Cl. Product: COc1ccc2ncc(F)c(Br)c2n1. Reaction SMILES: [B-:1]([F:2])([F:3])([F:4])[F:5].[Br:6][c:7]1[c:8]([N+:19]#[N:20])[cH:9][n:10][c:11]2[cH:12][cH:13][c:14]([O:17][CH3:18])[n:15][c:16]12.[CH2:21]1[CH2:22][CH:23]2[CH:24]([CH2:25][CH2:26][CH2:27][CH2:28]2)[CH2:29][CH2:30]1.[Cl:31][CH:32]([Cl:33])[Cl:34]>>[F:2][c:8]1[c:7]([Br:6])[c:16]2[c:11]([n:10][cH:9]1)[cH:12][cH:13][c:14]([O:17][CH3:18])[n:15]2.